Dataset: the Open Reaction Database (ORD), a public repository of structured organic reaction records. Task: describe an organic reaction: reactants, conditions, products, and yield Reactants: C(N)(=O)C(C1=CC=CC=C1)(C1=CC=CC=C1)C1CNCC1 (3-(R,S)-(1-carbamoyl-1,1-diphenylmethyl)pyrrolidine), ClC1=CC=C(CCBr)C=C1 (4-chlorophenethyl bromide), C([O-])([O-])=O.[K+].[K+] (potassium carbonate). The solvent is C(C)#N (acetonitrile). Yields the product C(N)(=O)C(C1=CC=CC=C1)(C1=CC=CC=C1)C1CN(CC1)CCC1=CC=C(C=C1)Cl (3-(R,S)-(1-carbamoyl-1,1-diphenylmethyl)-1-(4-chlorophenethyl)pyrrolidine). RXN SMILES: [C:1]([C:4]([CH:17]1[CH2:21][CH2:20][NH:19][CH2:18]1)([C:11]1[CH:16]=[CH:15][CH:14]=[CH:13][CH:12]=1)[C:5]1[CH:10]=[CH:9][CH:8]=[CH:7][CH:6]=1)(=[O:3])[NH2:2].[Cl:22][C:23]1[CH:31]=[CH:30][C:26]([CH2:27][CH2:28]Br)=[CH:25][CH:24]=1.C(=O)([O-])[O-].[K+].[K+]>C(#N)C>[C:1]([C:4]([CH:17]1[CH2:21][CH2:20][N:19]([CH2:28][CH2:27][C:26]2[CH:30]=[CH:31][C:23]([Cl:22])=[CH:24][CH:25]=2)[CH2:18]1)([C:11]1[CH:12]=[CH:13][CH:14]=[CH:15][CH:16]=1)[C:5]1[CH:10]=[CH:9][CH:8]=[CH:7][CH:6]=1)(=[O:3])[NH2:2] |f:2.3.4|. Procedure details: A mixture containing 3-(R,S)-(1-carbamoyl-1,1-diphenylmethyl)pyrrolidine (0.6 g--see Preparation 8), 4-chlorophenethyl bromide (0.46 g), anhydrous potassium carbonate (0.6 g) and acetonitrile (20 ml) was heated under reflux for 1.25 hours. The mixture was partitioned between 10% aqueous potassium carbonate (10 ml) and dichloromethane (30 ml), the layers were separated, and the aqueous layer was extracted with dichloromethane (3×50 ml). The combined dichloromethane extracts were dried (MgSO4) and... The reactants are CC1(C)CCC(=O)O1, CN(C)C=O, Cc1ccccc1, C[Al](C)C, Nc1ccc(C(=O)N2CCN(Cc3ccc(C(O)(C(F)(F)F)C(F)(F)F)cc3)CC2)cc1. The product is CC(C)(O)CCC(=O)Nc1ccc(C(=O)N2CCN(Cc3ccc(C(O)(C(F)(F)F)C(F)(F)F)cc3)CC2)cc1. Reaction SMILES: [CH3:1][C:2]1([CH3:8])[CH2:3][CH2:4][C:5](=[O:7])[O:6]1.[CH3:45][N:46]([CH3:47])[CH:48]=[O:49].[CH3:50][c:51]1[cH:52][cH:53][cH:54][cH:55][cH:56]1.[CH3:9][Al:10]([CH3:11])[CH3:12].[NH2:13][c:14]1[cH:15][cH:16][c:17]([C:20](=[O:21])[N:22]2[CH2:23][CH2:24][N:25]([CH2:28][c:29]3[cH:30][cH:31][c:32]([C:35]([C:36]([F:37])([F:38])[F:39])([C:40]([F:41])([F:42])[F:43])[OH:44])[cH:33][cH:34]3)[CH2:26][CH2:27]2)[cH:18][cH:19]1>>[CH3:1][C:2]([CH2:3][CH2:4][C:5](=[O:7])[NH:13][c:14]1[cH:15][cH:16][c:17]([C:20](=[O:21])[N:22]2[CH2:23][CH2:24][N:25]([CH2:28][c:29]3[cH:30][cH:31][c:32]([C:35]([C:36]([F:37])([F:38])[F:39])([C:40]([F:41])([F:42])[F:43])[OH:44])[cH:33][cH:34]3)[CH2:26][CH2:27]2)[cH:18][cH:19]1)([OH:6])[CH3:8]. Reactants: Fc1cc(Br)cc(F)c1Cl, C1CCOC1, CC(C)(C)[O-], CS(C)=O, Cc1ccc(Cl)c(O)c1F, [K+], C1COCCOCCOCCOCCOCCO1. Product: Cc1ccc(Cl)c(Oc2cc(Br)cc(F)c2Cl)c1F. RXN SMILES: [Br:35][c:36]1[cH:37][c:38]([F:44])[c:39]([Cl:43])[c:40]([F:42])[cH:41]1.[CH2:49]1[O:50][CH2:51][CH2:52][CH2:53]1.[CH3:29][C:30]([CH3:31])([O-:32])[CH3:33].[CH3:45][S:46]([CH3:47])=[O:48].[Cl:1][c:2]1[cH:3][cH:4][c:5]([CH3:10])[c:6]([F:9])[c:7]1[OH:8].[K+:34].[O:11]1[CH2:12][CH2:13][O:14][CH2:15][CH2:16][O:17][CH2:18][CH2:19][O:20][CH2:21][CH2:22][O:23][CH2:24][CH2:25][O:26][CH2:27][CH2:28]1>>[Cl:1][c:2]1[cH:3][cH:4][c:5]([CH3:10])[c:6]([F:9])[c:7]1[O:8][c:38]1[cH:37][c:36]([Br:35])[cH:41][c:40]([F:42])[c:39]1[Cl:43]. Starting materials: CCC(C)(C)O, CC1CN(Cc2cc(-c3ccccc3F)on2)CCN1, Cc1nc2cc(OCC3CO3)ccc2s1. The product is Cc1nc2cc(OCC(O)CN3CCN(Cc4cc(-c5ccccc5F)on4)CC3C)ccc2s1. RXN SMILES: [C:36]([OH:37])([CH2:38][CH3:39])([CH3:40])[CH3:41].[CH3:1][CH:2]1[CH2:3][N:4]([CH2:8][c:9]2[n:10][o:11][c:12](-[c:14]3[c:15]([F:20])[cH:16][cH:17][cH:18][cH:19]3)[cH:13]2)[CH2:5][CH2:6][NH:7]1.[O:21]1[CH:22]([CH2:24][O:25][c:26]2[cH:27][cH:28][c:29]3[c:30]([n:31][c:32]([CH3:34])[s:33]3)[cH:35]2)[CH2:23]1>>[CH3:1][CH:2]1[CH2:3][N:4]([CH2:8][c:9]2[n:10][o:11][c:12](-[c:14]3[c:15]([F:20])[cH:16][cH:17][cH:18][cH:19]3)[cH:13]2)[CH2:5][CH2:6][N:7]1[CH2:23][CH:22]([OH:21])[CH2:24][O:25][c:26]1[cH:27][cH:28][c:29]2[c:30]([n:31][c:32]([CH3:34])[s:33]2)[cH:35]1. The reactants are [BH4-], CCO, CCOC(=O)C(C#N)=Cc1ccc(Cl)c(F)c1, [Na+]. Yields the product CCOC(=O)C(C#N)Cc1ccc(Cl)c(F)c1. Reaction SMILES: [BH4-:1].[CH3:20][CH2:21][OH:22].[Cl:3][c:4]1[c:5]([F:19])[cH:6][c:7]([CH:10]=[C:11]([C:12](=[O:13])[O:14][CH2:15][CH3:16])[C:17]#[N:18])[cH:8][cH:9]1.[Na+:2]>>[Cl:3][c:4]1[c:5]([F:19])[cH:6][c:7]([CH2:10][CH:11]([C:12](=[O:13])[O:14][CH2:15][CH3:16])[C:17]#[N:18])[cH:8][cH:9]1. Reactants: C([O-])([O-])=O.[K+].[K+] (potassium carbonate), FC1=C(C=C(N)C=C1)[N+](=O)[O-] (4-fluoro-3-nitroaniline), C1=NC=CC=2C(=CC=CC12)S (5-Isoquinolinethiol). The solvent is CN(C)C=O (DMF). Conditions: temperature 100 celsius, time 2 hour. Yields the product C1=NC=CC2=C(C=CC=C12)SC1=C(C=C(N)C=C1)[N+](=O)[O-] (4-(5-isoquinolylsulfanyl)-3-nitroaniline). The yield is 96.5%. As a reaction SMILES: [CH:1]1[C:10]2[CH:9]=[CH:8][CH:7]=[C:6]([SH:11])[C:5]=2[CH:4]=[CH:3][N:2]=1.C(=O)([O-])[O-].[K+].[K+].F[C:19]1[CH:25]=[CH:24][C:22]([NH2:23])=[CH:21][C:20]=1[N+:26]([O-:28])=[O:27]>CN(C=O)C>[CH:1]1[C:10]2[C:5](=[C:6]([S:11][C:19]3[CH:25]=[CH:24][C:22]([NH2:23])=[CH:21][C:20]=3[N+:26]([O-:28])=[O:27])[CH:7]=[CH:8][CH:9]=2)[CH:4]=[CH:3][N:2]=1 |f:1.2.3|. Reported procedure: 5-Isoquinolinethiol 1.00 g (6.2 mmol) was dissolved in DMF 14 ml, potassium carbonate 1.01 g (7.3 mmol) and 4-fluoro-3-nitroaniline 0.96 g (6.1 mmol) were added and the mixture was heated with stirring for 2 hours at 100° C. The reaction solution was concentrated under reduced pressure, the resulting residue was washed with water to obtain 4-(5-isoquinolylsulfanyl)-3-nitroaniline 1.75 g (96.5%). The reactants are C([O-])(O)=O.[Na+] (sodium bicarbonate), ClC(=O)OCC (ethyl chloroformate), C(C1=CC=CC=C1)OC1=CC=C(N)C=C1 (4-benzyloxy aniline), C1CCOC1 (THF). Solvent: O (water). Reaction conditions: time 18 hour. Product: C(C1=CC=CC=C1)OC1=CC=C(C=C1)N1C(O[C@H](C1)COC)=O (3-(4-benzyloxyphenyl)5-methoxymethyl(R)2-oxazolidinone). The yield is 91.0%. RXN SMILES: [C:1](=[O:4])(O)[O-:2].[Na+].ClC(OCC)=O.[CH2:12]([O:19][C:20]1[CH:26]=[CH:25][C:23]([NH2:24])=[CH:22][CH:21]=1)[C:13]1[CH:18]=[CH:17][CH:16]=[CH:15][CH:14]=1.[CH2:27]1[CH2:31][O:30][CH2:29][CH2:28]1>O>[CH2:12]([O:19][C:20]1[CH:21]=[CH:22][C:23]([N:24]2[CH2:27][C@H:28]([CH2:29][O:30][CH3:31])[O:2][C:1]2=[O:4])=[CH:25][CH:26]=1)[C:13]1[CH:14]=[CH:15][CH:16]=[CH:17][CH:18]=1 |f:0.1|. Reported procedure: 6.3 g sodium bicarbonate followed by 5.28 ml (55.10-3 mol) of ethyl chloroformate was added to a solution of 10 g (10-3 mol) of 4-benzyloxy aniline in 90 ml THF and 10 ml water. After agitation for 18 hours, the reaction medium was filtered and concentrated. The residue was dissolved in ethyl acetate. The organic solution was washed with water, dried on Na2SO4 and concentrated. The product was obtained with a 91% yield. The reactants are Cc1ccc(-c2c(CNC(=O)OC(C)(C)C)c(CC(C)C)nc3ccc(OCCCC(=O)O)cc23)cc1, CCN=C=NCCCN(C)C, CN(C)C=O, Cl, [NH4+], O, On1nnc2ccccc21. Product: Cc1ccc(-c2c(CNC(=O)OC(C)(C)C)c(CC(C)C)nc3ccc(OCCCC(N)=O)cc23)cc1. Reaction SMILES: [C:1]([CH3:2])([CH3:3])([CH3:4])[O:5][C:6](=[O:7])[NH:8][CH2:9][c:10]1[c:11]([CH2:34][CH:35]([CH3:36])[CH3:37])[n:12][c:13]2[cH:14][cH:15][c:16]([O:27][CH2:28][CH2:29][CH2:30][C:31](=[O:32])[OH:33])[cH:17][c:18]2[c:19]1-[c:20]1[cH:21][cH:22][c:23]([CH3:26])[cH:24][cH:25]1.[CH2:39]([N:41]=[C:40]=[N:42][CH2:43][CH2:44][CH2:45][N:46]([CH3:47])[CH3:48])[CH3:49].[CH3:61][N:62]([CH3:63])[CH:64]=[O:65].[ClH:38].[NH4+:50].[OH2:66].[OH:51][n:52]1[c:53]2[cH:54][cH:55][cH:56][cH:57][c:58]2[n:59][n:60]1>>[C:1]([CH3:2])([CH3:3])([CH3:4])[O:5][C:6](=[O:7])[NH:8][CH2:9][c:10]1[c:11]([CH2:34][CH:35]([CH3:36])[CH3:37])[n:12][c:13]2[cH:14][cH:15][c:16]([O:27][CH2:28][CH2:29][CH2:30][C:31](=[O:32])[NH2:41])[cH:17][c:18]2[c:19]1-[c:20]1[cH:21][cH:22][c:23]([CH3:26])[cH:24][cH:25]1.